This data is from the Open Reaction Database (ORD), a public repository of structured organic reaction records. The task is: describe an organic reaction: reactants, conditions, products, and yield Reactants: ClC1=NC=2N(C(N(C)C(C2N1)=O)=O)C (8-Chorotheophylline), ClC1=C(CCl)C=CC=C1 (2-chlorobenzyl chloride), ClC1=C(CCl)C=CC=C1 (2-chlorobenzyl chloride). The product is ClC1=NC=2N(C(N(C(C2N1CC1=C(C=CC=C1)Cl)=O)C)=O)C (8-Chloro-7-(2-chlorobenzyl)-1,3-dimethyl-3,7-dihydropurine-2,6-dione). RXN SMILES: [Cl:1][C:2]1[NH:11][C:10]2[C:9](=[O:12])[N:7]([CH3:8])[C:6](=[O:13])[N:5]([CH3:14])[C:4]=2[N:3]=1.[Cl:15][C:16]1[CH:23]=[CH:22][CH:21]=[CH:20][C:17]=1[CH2:18]Cl>>[Cl:1][C:2]1[N:11]([CH2:18][C:17]2[CH:20]=[CH:21][CH:22]=[CH:23][C:16]=2[Cl:15])[C:10]2[C:9](=[O:12])[N:7]([CH3:8])[C:6](=[O:13])[N:5]([CH3:14])[C:4]=2[N:3]=1. Procedure: From 8-Chorotheophylline (10 g, 47 mmol)) and 2-chlorobenzyl chloride (19.4 ml, 153.9 mmol). The 2-chlorobenzyl chloride was added in three portions. First third at reaction start as described in general procedure (E), and the other thirds after 24 and 48 hours respectively as the reaction had not completed. Total reaction time 7 days at RT. Due to incomplete precipitation in water the product was extracted with DCM (700 and 300 ml), dried (MgSO4), and evaporated to dryness in vacuo. Excess 2-ch...